From a dataset of the Open Reaction Database (ORD), a public repository of structured organic reaction records. describe an organic reaction: reactants, conditions, products, and yield The reactants are [Al] (aluminum), [H-].COCCO[Al+]OCCOC.[Na+].[H-] (sodium bis(2-methoxyethoxy)aluminum hydride), [OH-].[Na+] (sodium hydroxide), O[C@@H](CC(=O)NC)C=1SC=CC1 ((3S)-3-hydroxy-N-methyl-3-(2-thienyl)propionamide). The solvent is C1(=CC=CC=C1)C (toluene), C1(=CC=CC=C1)C (toluene), C1(=CC=CC=C1)C (toluene), C1(=CC=CC=C1)C (toluene). Conditions: time 10 minute. Product: CNCC[C@H](O)C=1SC=CC1 ((1S)-3-methylamino-1-(2-thienyl)-1-propanol). The yield is 40.7%. RXN SMILES: [OH:1][C@H:2]([C:8]1[S:9][CH:10]=[CH:11][CH:12]=1)[CH2:3][C:4]([NH:6][CH3:7])=O.[H-].COCCO[Al+]OCCOC.[Na+].[H-].[OH-].[Na+].[Al]>C1(C)C=CC=CC=1>[CH3:7][NH:6][CH2:4][CH2:3][C@@H:2]([C:8]1[S:9][CH:10]=[CH:11][CH:12]=1)[OH:1] |f:1.2.3.4,5.6|. Reported procedure: A 200 ml capacity flask was charged with 5.00 g of (3S)-3-hydroxy-N-methyl-3-(2-thienyl)propionamide (optical purity >99.5% ee) and 26 ml of toluene. A 18.3 g portion of 75% by weight toluene solution of sodium bis(2-methoxyethoxy)aluminum hydride was adjusted to 50% by weight by diluting with toluene and added dropwise to the reaction solution at 50° C. spending 10 minutes and stirred for 2 hours. The reaction solution was cooled down to room temperature and mixed with 30 ml of 11% sodium hydro... Starting materials: CCCC[N+](CCCC)(CCCC)CCCC, CCOC(C)=O, [F-], C1CCOC1, COc1cnc2c(c1)cc(C(=CC1CCOCC1)c1ccc(S(C)(=O)=O)cc1)n2S(=O)(=O)c1ccccc1. Product: COc1cnc2[nH]c(C(=CC3CCOCC3)c3ccc(S(C)(=O)=O)cc3)cc2c1. RXN SMILES: [CH3:40][CH2:41][CH2:42][CH2:43][N+:44]([CH2:45][CH2:46][CH2:47][CH3:48])([CH2:49][CH2:50][CH2:51][CH3:52])[CH2:53][CH2:54][CH2:55][CH3:56].[CH3:62][CH2:63][O:64][C:65](=[O:66])[CH3:67].[F-:39].[O:57]1[CH2:58][CH2:59][CH2:60][CH2:61]1.[c:1]1([S:2](=[O:3])(=[O:4])[n:10]2[c:11]([C:21](=[CH:22][CH:23]3[CH2:24][CH2:25][O:26][CH2:27][CH2:28]3)[c:29]3[cH:30][cH:31][c:32]([S:35](=[O:36])(=[O:37])[CH3:38])[cH:33][cH:34]3)[cH:12][c:13]3[c:14]2[n:15][cH:16][c:17]([O:19][CH3:20])[cH:18]3)[cH:5][cH:6][cH:7][cH:8][cH:9]1>>[nH:10]1[c:11]([C:21](=[CH:22][CH:23]2[CH2:24][CH2:25][O:26][CH2:27][CH2:28]2)[c:29]2[cH:30][cH:31][c:32]([S:35](=[O:36])(=[O:37])[CH3:38])[cH:33][cH:34]2)[cH:12][c:13]2[c:14]1[n:15][cH:16][c:17]([O:19][CH3:20])[cH:18]2. Reactants: COC(CC1=C(NC2=CC(=CC=C12)Cl)C(C1=CC=C(C=C1)Br)=O)=O (methyl[6-chloro-2-(4-bromobenzoyl)-1H-indol-3-yl]acetate), S1C(=CC=C1)B(O)O (thiophene-2-boronic acid), C([O-])(O)=O.[Na+] (sodium bicarbonate), O (water). Reagents/catalysts: Cl[Pd]([P](C1=CC=CC=C1)(C2=CC=CC=C2)C3=CC=CC=C3)([P](C4=CC=CC=C4)(C5=CC=CC=C5)C6=CC=CC=C6)Cl (dichlorobis(triphenylphosphine)palladium(II)). Solvent: COCCOC (DME). The product is COC(CC1=C(NC2=CC(=CC=C12)Cl)C(C1=CC=C(C=C1)C=1SC=CC1)=O)=O (Methyl[6-chloro-2-[4-(2-thienyl)benzoyl]-1H-indol-3-yl]acetate). Yield: 82.2%. Reaction SMILES: [CH3:1][O:2][C:3](=[O:24])[CH2:4][C:5]1[C:13]2[C:8](=[CH:9][C:10]([Cl:14])=[CH:11][CH:12]=2)[NH:7][C:6]=1[C:15](=[O:23])[C:16]1[CH:21]=[CH:20][C:19](Br)=[CH:18][CH:17]=1.[S:25]1[CH:29]=[CH:28][CH:27]=[C:26]1B(O)O.C(=O)(O)[O-].[Na+].O>COCCOC.Cl[Pd](Cl)([P](C1C=CC=CC=1)(C1C=CC=CC=1)C1C=CC=CC=1)[P](C1C=CC=CC=1)(C1C=CC=CC=1)C1C=CC=CC=1>[CH3:1][O:2][C:3](=[O:24])[CH2:4][C:5]1[C:13]2[C:8](=[CH:9][C:10]([Cl:14])=[CH:11][CH:12]=2)[NH:7][C:6]=1[C:15](=[O:23])[C:16]1[CH:21]=[CH:20][C:19]([C:26]2[S:25][CH:29]=[CH:28][CH:27]=2)=[CH:18][CH:17]=1 |f:2.3,^1:47,66|. Reported procedure: A mixture of methyl[6-chloro-2-(4-bromobenzoyl)-1H-indol-3-yl]acetate (Example 206, 0.40 g, 0.98 mmol), thiophene-2-boronic acid (0.14 g, 1.08 mmol), saturated aqueous sodium bicarbonate (4 ml), and dichlorobis(triphenylphosphine)palladium(II) (70 mg, 0.098 mmol) in DME (15 ml) was refluxed for 3 h. The mixture was poured into water (30 ml), and extracted with ethyl acetate (50 ml×2). The combined extracts were washed with brine (50 ml), dried (MgSO4), and concentrated. The residue was purified ... The reactants are Cc1cnc(C(=O)Cn2cc(Br)cc2C(=O)C(Cl)(Cl)Cl)cn1, CO, Cl, [Na+], [OH-], O. Product: COC(=O)c1cc(Br)cn1CC(=O)c1cnc(C)cn1. As a reaction SMILES: [Br:1][c:2]1[cH:3][c:4]([C:17]([C:18]([Cl:19])([Cl:20])[Cl:21])=[O:22])[n:5]([CH2:7][C:8](=[O:9])[c:10]2[n:11][cH:12][c:13]([CH3:16])[n:14][cH:15]2)[cH:6]1.[CH3:26][OH:27].[ClH:25].[Na+:24].[OH-:23].[OH2:28]>>[Br:1][c:2]1[cH:3][c:4]([C:17]([O:22][CH3:26])=[O:23])[n:5]([CH2:7][C:8](=[O:9])[c:10]2[n:11][cH:12][c:13]([CH3:16])[n:14][cH:15]2)[cH:6]1.